The task is: describe an organic reaction: reactants, conditions, products, and yield. This data is from the Open Reaction Database (ORD), a public repository of structured organic reaction records. The reactants are BrC1=C(C=CC=2C(OCC21)=O)Br (4,5-Dibromo-2-benzofuran-1(3H)-one), C(=C)[B-](F)(F)F.[K+] (potassium vinyltrifluoroborate), Pd (dppf)Cl2. Run in TEA, CCO (EtOH), CCOC(=O)C (EtOAc). The product is BrC1=C(C=CC=2C(OCC21)=O)C=C (4-bromo-5-ethenyl-2-benzofuran-1(3H)-one). Reaction SMILES: [Br:1][C:2]1[C:10]2[CH2:9][O:8][C:7](=[O:11])[C:6]=2[CH:5]=[CH:4][C:3]=1Br.[CH:13]([B-](F)(F)F)=[CH2:14].[K+]>CCO.CCOC(C)=O>[Br:1][C:2]1[C:10]2[CH2:9][O:8][C:7](=[O:11])[C:6]=2[CH:5]=[CH:4][C:3]=1[CH:13]=[CH2:14] |f:1.2|. Reported procedure: 4,5-Dibromo-2-benzofuran-1(3H)-one (3.00 g, 10.3 mmol), potassium vinyltrifluoroborate (12.7 g, 20.6 mmol) and Pd (dppf)Cl2 (839 mg, 1.03 mmol) in TEA (2.7 mL) and EtOH (15 mL) were heated at 60° C. for 2 h. Analysis by TLC showed clean and complete reaction. The reaction mixture was diluted with EtOAc (500 mL), washed with brine, dried over sodium sulfate, filtered, and concentrated. The resulting residue was subjected to purification over silica gel to give 4-bromo-5-ethenyl-2-benzofuran-1(3H)... Reaction SMILES: [CH2:1]([CH:2]([CH3:3])[CH3:4])[n:5]1[cH:6][n:7][c:8]2[c:9]1[cH:10][cH:11][c:12]([NH2:14])[cH:13]2.[NH:15]1[C:16]([S:20]([OH:21])(=[O:22])=[O:23])=[N:17][CH2:18][CH2:19]1>>[CH2:1]([CH:2]([CH3:3])[CH3:4])[n:5]1[cH:6][n:7][c:8]2[c:9]1[cH:10][cH:11][c:12]([NH:14][C:16]1=[N:15][CH2:19][CH2:18][NH:17]1)[cH:13]2. Reactants: CC(C)Cn1cnc2cc(N)ccc21, O=S(=O)(O)C1=NCCN1. The product is CC(C)Cn1cnc2cc(NC3=NCCN3)ccc21. Starting materials: CC#N, CI, Cl, CC(C(=O)O)C(C(F)(F)F)C1(C(C)N)SCCCS1, O. The product is CC(N)C(=O)C(C(C)C(=O)O)C(F)(F)F. As a reaction SMILES: [CH3:21][C:22]#[N:23].[CH3:24][I:25].[ClH:20].[NH2:1][CH:2]([CH3:3])[C:4]1([CH:10]([CH:11]([C:12](=[O:13])[OH:14])[CH3:15])[C:16]([F:17])([F:18])[F:19])[S:5][CH2:6][CH2:7][CH2:8][S:9]1.[OH2:26]>>[NH2:1][CH:2]([CH3:3])[C:4]([CH:10]([CH:11]([C:12](=[O:13])[OH:14])[CH3:15])[C:16]([F:17])([F:18])[F:19])=[O:26]. Reactants: Nc1ncnn2ccc(Br)c12, O=C([O-])[O-], CC1(C)OB(c2ccc3cn(Cc4ccccc4)nc3c2)OC1(C)C, [Na+], [Na+], CN(C)C=O, O, c1ccc(P(c2ccccc2)(c2ccccc2)[Pd](P(c2ccccc2)(c2ccccc2)c2ccccc2)(P(c2ccccc2)(c2ccccc2)c2ccccc2)P(c2ccccc2)(c2ccccc2)c2ccccc2)cc1. The product is Nc1ncnn2ccc(-c3ccc4cn(Cc5ccccc5)nc4c3)c12. Reaction SMILES: [Br:1][c:2]1[cH:3][cH:4][n:5]2[n:6][cH:7][n:8][c:9]([NH2:11])[c:10]12.[C:37](=[O:38])([O-:39])[O-:40].[CH2:12]([c:13]1[cH:14][cH:15][cH:16][cH:17][cH:18]1)[n:19]1[n:20][c:21]2[cH:22][c:23]([B:28]3[O:29][C:30]([CH3:31])([CH3:32])[C:33]([CH3:34])([CH3:35])[O:36]3)[cH:24][cH:25][c:26]2[cH:27]1.[Na+:41].[Na+:42].[O:44]=[CH:45][N:46]([CH3:47])[CH3:48].[OH2:43].[cH:49]1[cH:50][cH:51][c:52]([P:53]([Pd:54]([P:55]([c:56]2[cH:57][cH:58][cH:59][cH:60][cH:61]2)([c:62]2[cH:63][cH:64][cH:65][cH:66][cH:67]2)[c:68]2[cH:69][cH:70][cH:71][cH:72][cH:73]2)([P:74]([c:75]2[cH:76][cH:77][cH:78][cH:79][cH:80]2)([c:81]2[cH:82][cH:83][cH:84][cH:85][cH:86]2)[c:87]2[cH:88][cH:89][cH:90][cH:91][cH:92]2)[P:93]([c:94]2[cH:95][cH:96][cH:97][cH:98][cH:99]2)([c:100]2[cH:101][cH:102][cH:103][cH:104][cH:105]2)[c:106]2[cH:107][cH:108][cH:109][cH:110][cH:111]2)([c:112]2[cH:113][cH:114][cH:115][cH:116][cH:117]2)[c:118]2[cH:119][cH:120][cH:121][cH:122][cH:123]2)[cH:124][cH:125]1>>[c:2]1(-[c:23]2[cH:22][c:21]3[n:20][n:19]([CH2:12][c:13]4[cH:14][cH:15][cH:16][cH:17][cH:18]4)[cH:27][c:26]3[cH:25][cH:24]2)[cH:3][cH:4][n:5]2[n:6][cH:7][n:8][c:9]([NH2:11])[c:10]12. Starting materials: CCCCc1ccc(CNCCCCCCO)cc1, Cc1ccc(N=C=O)c(C)c1, CCCCCC. Product: CCCCc1ccc(CN(CCCCCCO)C(=O)Nc2ccc(C)cc2C)cc1. Reaction SMILES: [CH2:1]([CH2:2][CH2:3][CH3:4])[c:5]1[cH:6][cH:7][c:8]([CH2:11][NH:12][CH2:13][CH2:14][CH2:15][CH2:16][CH2:17][CH2:18][OH:19])[cH:9][cH:10]1.[CH3:20][c:21]1[c:22]([N:28]=[C:29]=[O:30])[cH:23][cH:24][c:25]([CH3:27])[cH:26]1.[CH3:31][CH2:32][CH2:33][CH2:34][CH2:35][CH3:36]>>[CH2:1]([CH2:2][CH2:3][CH3:4])[c:5]1[cH:6][cH:7][c:8]([CH2:11][N:12]([CH2:13][CH2:14][CH2:15][CH2:16][CH2:17][CH2:18][OH:19])[C:29]([NH:28][c:22]2[c:21]([CH3:20])[cH:26][c:25]([CH3:27])[cH:24][cH:23]2)=[O:30])[cH:9][cH:10]1.